Task: describe an organic reaction: reactants, conditions, products, and yield. Dataset: the Open Reaction Database (ORD), a public repository of structured organic reaction records Isolated yield 769.1%. Reported procedure: Methyldiethylphosphonoacetate (366 mg, 0.97 mmol) was dissolved in DMF (8 mL) under nitrogen, cooled in an ice bath, and treated with potassium t-butoxide (434 mg, 3.87 mmol). The ice bath was removed and allowed to warm to room temperature over 30 min. 1-(1-Benzenesulfonyl-4-bromo-1H-indol-2-yl)ethanone (366 mg, 0.97 mmol) dissolved in DMF (4 mL) was added and the reaction heated at 50° C. for 1.5 h. The reaction was allowed to cool and poured into ethyl acetate/saturated ammonium chloride solu... Run in CN(C)C=O (DMF), CN(C)C=O (DMF). RXN SMILES: [CH3:1][O:2][C:3](=[O:13])[CH2:4]P(OCC)(OCC)=O.CC(C)([O-])C.[K+].[C:20]1([S:26]([N:29]2[C:37]3[C:32](=[C:33]([Br:38])[CH:34]=[CH:35][CH:36]=3)[CH:31]=[C:30]2[C:39](=O)[CH3:40])(=[O:28])=[O:27])[CH:25]=[CH:24][CH:23]=[CH:22][CH:21]=1.C(OCC)(=O)C>CN(C=O)C>[CH3:1][O:2][C:3](=[O:13])[CH:4]=[C:39]([C:30]1[N:29]([S:26]([C:20]2[CH:25]=[CH:24][CH:23]=[CH:22][CH:21]=2)(=[O:27])=[O:28])[C:37]2[C:32]([CH:31]=1)=[C:33]([Br:38])[CH:34]=[CH:35][CH:36]=2)[CH3:40] |f:1.2|. The product is COC(C=C(C)C=1N(C2=CC=CC(=C2C1)Br)S(=O)(=O)C1=CC=CC=C1)=O (3-(1-Benzenesulfonyl-4-bromo-1H-indol-2-yl)-but-2-enoic acid methyl ester). The reactants are C1(=CC=CC=C1)S(=O)(=O)N1C(=CC2=C(C=CC=C12)Br)C(C)=O (1-(1-Benzenesulfonyl-4-bromo-1H-indol-2-yl)ethanone), C(C)(=O)OCC (ethyl acetate), COC(CP(=O)(OCC)OCC)=O (Methyldiethylphosphonoacetate), CC(C)([O-])C.[K+] (potassium t-butoxide). Reactants: ClC1=CC(=CC=C1)C(=O)OO (m-chloroperbenzoic acid), C(C)(=O)OCC (ethyl acetate), C(C=C)N(CCCCCCCCCCCCCCCCCC)CCCCCCCCCCCCCCCCCC (N-allyl-N,N-dioctadecylamine), CO (methanol), resultant solution. Solvent: C(Cl)Cl (methylene chloride), C(Cl)Cl (methylene chloride). Reaction conditions: time 5 hour. The product is C(C=C)ON(CCCCCCCCCCCCCCCCCC)CCCCCCCCCCCCCCCCCC (O-Allyl-N,N-dioctadecylhydroxylamine). Isolated yield 63.4%. RXN SMILES: C([N:4]([CH2:23][CH2:24][CH2:25][CH2:26][CH2:27][CH2:28][CH2:29][CH2:30][CH2:31][CH2:32][CH2:33][CH2:34][CH2:35][CH2:36][CH2:37][CH2:38][CH2:39][CH3:40])[CH2:5][CH2:6][CH2:7][CH2:8][CH2:9][CH2:10][CH2:11][CH2:12][CH2:13][CH2:14][CH2:15][CH2:16][CH2:17][CH2:18][CH2:19][CH2:20][CH2:21][CH3:22])C=C.ClC1C=CC=[C:44]([C:48](OO)=[O:49])[CH:43]=1.C(OCC)(=O)C.CO>C(Cl)Cl>[CH2:48]([O:49][N:4]([CH2:5][CH2:6][CH2:7][CH2:8][CH2:9][CH2:10][CH2:11][CH2:12][CH2:13][CH2:14][CH2:15][CH2:16][CH2:17][CH2:18][CH2:19][CH2:20][CH2:21][CH3:22])[CH2:23][CH2:24][CH2:25][CH2:26][CH2:27][CH2:28][CH2:29][CH2:30][CH2:31][CH2:32][CH2:33][CH2:34][CH2:35][CH2:36][CH2:37][CH2:38][CH2:39][CH3:40])[CH:44]=[CH2:43]. Procedure: Into a cooled solution of 5.0 g (9 mmol) of N-allyl-N,N-dioctadecylamine in 50 ml of methylene chloride at 0° C. under a nitrogen atmosphere is added dropwise with stirring a solution of 1.54 g (9 mmol) of 85% active m-chloroperbenzoic acid in 50 ml of methylene chloride. After the addition is complete (approximately 15 minutes), the resultant solution is allowed to warm to ambient temperature (about 22°-24° C.). The reaction is complete after about 5 hours when TLC analysis (silica gel, 19:1 v/... The reactants are CS(=O)(=O)OCCCCCCCCCCCCCCCC (hexadecyl methanesulfonate). Solvent: CN1C(CCC1)=O (N-methylpyrrolidinone). Yields the product C(CCCCCCCCCCCCCCC)OCCCO (3-(hexadecyloxy)propan-1-ol). Reaction SMILES: CS([O:5][CH2:6][CH2:7][CH2:8][CH2:9][CH2:10][CH2:11][CH2:12][CH2:13][CH2:14][CH2:15][CH2:16][CH2:17][CH2:18][CH2:19][CH2:20][CH3:21])(=O)=O>CN1CCCC1=O>[CH2:6]([O:5][CH2:8][CH2:7][CH2:6][OH:5])[CH2:7][CH2:8][CH2:9][CH2:10][CH2:11][CH2:12][CH2:13][CH2:14][CH2:15][CH2:16][CH2:17][CH2:18][CH2:19][CH2:20][CH3:21]. Procedure: adding a solution of hexadecyl methanesulfonate dissolved in N-methylpyrrolidinone to form the 3-(hexadecyloxy)propan-1-ol. Starting materials: C(CCC)N1CCN(CC1)CCNC(=O)C1=NNC2=CC=CC=C12 (N-[2-(4-n-butyl-1-piperazinyl)-ethyl]-1H-indazole-3-carboxamide), N(=NC(=O)OCC)C(=O)OCC (diethyl azodicarboxylate), C1(CCCC1)O (cyclopentanol), C1(=CC=CC=C1)P(C1=CC=CC=C1)C1=CC=CC=C1 (triphenylphosphine). Run in C1CCOC1 (THF). Conditions: time 22 hour. The product is C(CCC)N1CCN(CC1)CCNC(=O)C1=NN(C2=CC=CC=C12)C1CCCC1 (N-[2-(4-n-Butyl-1-piperazinyl)ethyl]-1-cyclopentylindazole-3-carboxamide). Isolated yield 71.0%. RXN SMILES: [CH2:1]([N:5]1[CH2:10][CH2:9][N:8]([CH2:11][CH2:12][NH:13][C:14]([C:16]2[C:24]3[C:19](=[CH:20][CH:21]=[CH:22][CH:23]=3)[NH:18][N:17]=2)=[O:15])[CH2:7][CH2:6]1)[CH2:2][CH2:3][CH3:4].[CH:25]1(O)[CH2:29][CH2:28][CH2:27][CH2:26]1.C1(P(C2C=CC=CC=2)C2C=CC=CC=2)C=CC=CC=1.N(C(OCC)=O)=NC(OCC)=O>C1COCC1>[CH2:1]([N:5]1[CH2:10][CH2:9][N:8]([CH2:11][CH2:12][NH:13][C:14]([C:16]2[C:24]3[C:19](=[CH:20][CH:21]=[CH:22][CH:23]=3)[N:18]([CH:25]3[CH2:29][CH2:28][CH2:27][CH2:26]3)[N:17]=2)=[O:15])[CH2:7][CH2:6]1)[CH2:2][CH2:3][CH3:4]. Procedure details: To a solution of N-[2-(4-n-butyl-1-piperazinyl)-ethyl]-1H-indazole-3-carboxamide (0.42 g) obtained in Example 10 in THF (10 ml) were successively added cyclopentanol (0.16 g), triphenylphosphine (0.41 g) and diethyl azodicarboxylate (0.36 g) under ice-cooling, and then the mixture was stirred at room temperature for 22 hours. The residue obtained by concentration of the reaction solution was purified by silica gel column chromatography (methylene chloride:ethyl acetate=1:1-chloroform:methanol:aq... The reactants are COC(C1=CC=C(C=C1)NC1=NC=NC(=C1)Cl)=O (4-(6-Chloro-pyrimidin-4-yl-amino)-benzoic acid methyl ester). The solvent is O (H2O), C1CCOC1 (THF), [Li+].[OH-] (LiOH), O (H2O), O (H2O). Run at time 18 hour. Product: ClC1=CC(=NC=N1)NC1=CC=C(C(=O)O)C=C1 (4-(6-Chloro-pyrimidin-4-yl-amino)-benzoic acid). RXN SMILES: C[O:2][C:3](=[O:18])[C:4]1[CH:9]=[CH:8][C:7]([NH:10][C:11]2[CH:16]=[C:15]([Cl:17])[N:14]=[CH:13][N:12]=2)=[CH:6][CH:5]=1>C1COCC1.[Li+].[OH-].O>[Cl:17][C:15]1[N:14]=[CH:13][N:12]=[C:11]([NH:10][C:7]2[CH:6]=[CH:5][C:4]([C:3]([OH:18])=[O:2])=[CH:9][CH:8]=2)[CH:16]=1 |f:2.3|. Procedure: To a solution of 4-(6-Chloro-pyrimidin-4-yl-amino)-benzoic acid methyl ester, (0.1 g, 0.38 mmol) in THF (3 mL), LiOH×H2O (0.017 g, 0.42 mmol) dissolved in H2O (1 mL) was added and the mixture stirred at room temperature for 18 h. The reaction mixture was then diluted with H2O (5 mL) and extracted with EtOAc (2×). The water layer was acidified (2.5M HCl) and extracted with EtOAc (3×). The combined organic layers were dried (MgSO4) and the solvent evaporated under reduced pressure to afford 4-(6-C... Reactants: NC1=C(C(=O)NC2=CC(=C(C=C2)OCCN2CCCC2)OC)C=CC(=C1)C1=CC=CC=C1 (2-amino-N-[3-methoxy-4-(2-pyrrolidin-1-yl-ethoxy)-phenyl]-4-phenyl-benzamide), NC1=C(C(=O)NC2=CC(=C(C=C2)OCCN2CCCC2)OC)C=CC(=C1)OC1=CC=CC=C1 (2-amino-N-[3-methoxy-4-(2-pyrrolidin-1-yl-ethoxy)-phenyl]-4-phenoxy-benzamide). Product: COC=1C=C(C=CC1OCCN1CCCC1)N1C(=NC2=CC(=CC=C2C1=O)OC1=CC=CC=C1)C (3-[3-Methoxy-4-(2-pyrrolidin-1-yl-ethoxy)-phenyl]-2-methyl-7-phenoxy-3H-quinazolin-4-one). As a reaction SMILES: N[C:2]1C=C(C2C=CC=CC=2)C=C[C:3]=1C(NC1C=CC(OCCN2CCCC2)=C(OC)C=1)=O.[NH2:33][C:34]1[CH:58]=[C:57]([O:59][C:60]2[CH:65]=[CH:64][CH:63]=[CH:62][CH:61]=2)[CH:56]=[CH:55][C:35]=1[C:36]([NH:38][C:39]1[CH:44]=[CH:43][C:42]([O:45][CH2:46][CH2:47][N:48]2[CH2:52][CH2:51][CH2:50][CH2:49]2)=[C:41]([O:53][CH3:54])[CH:40]=1)=[O:37]>>[CH3:54][O:53][C:41]1[CH:40]=[C:39]([N:38]2[C:36](=[O:37])[C:35]3[C:34](=[CH:58][C:57]([O:59][C:60]4[CH:61]=[CH:62][CH:63]=[CH:64][CH:65]=4)=[CH:56][CH:55]=3)[N:33]=[C:2]2[CH3:3])[CH:44]=[CH:43][C:42]=1[O:45][CH2:46][CH2:47][N:48]1[CH2:49][CH2:50][CH2:51][CH2:52]1. Procedure: Using 2-amino-N-[3-methoxy-4-(2-pyrrolidin-1-yl-ethoxy)-phenyl]-4-phenyl-benzamide [Example C5] in the manner of 2-amino-N-[3-methoxy-4-(2-pyrrolidin-1-yl-ethoxy)-phenyl]-4-phenoxy-benzamide in Example C4, gave the title compound; Reactants: C1(=CC=CC=C1)C (toluene), ClC=1C=C(C=CC1Cl)C(C(=O)OC)Br (methyl 2-(3,4-dichlorophenyl)-2-bromoacetate), C(C)(=S)[O-].[K+] (potassium thioacetate). Run in CO (methanol). Conditions: temperature 5 celsius, time 1 hour. Yields the product C(C)(=S)C(C(=O)OC)C1=CC(=C(C=C1)Cl)Cl (Methyl 2-thioacetyl-2-(3,4-dichlorophenyl)acetate). Isolated yield 103.0%. As a reaction SMILES: C1(C)C=CC=CC=1.[Cl:8][C:9]1[CH:10]=[C:11]([CH:16](Br)[C:17]([O:19][CH3:20])=[O:18])[CH:12]=[CH:13][C:14]=1[Cl:15].[C:22]([O-])(=[S:24])[CH3:23].[K+]>CO>[C:22]([CH:16]([C:11]1[CH:12]=[CH:13][C:14]([Cl:15])=[C:9]([Cl:8])[CH:10]=1)[C:17]([O:19][CH3:20])=[O:18])(=[S:24])[CH3:23] |f:2.3|. Procedure: A toluene (403 mL) solution of methyl 2-(3,4-dichlorophenyl)-2-bromoacetate (134 g, 0.451 mol) was dropwise added to a methanol (403 mL) solution of potassium thioacetate (67.7 g, 0.586 mol, 1.3 equivalent amounts based on the starting material) at 5° C. over a period of 15 minutes, followed by stirring at 5° C. for 1 hour. The formed solid was subjected to filtration, and the filtrate was mixed with toluene (403 mL), sequentially washed with water, a saturated sodium hydrogencarbonate aqueous s... Reactants: C(C)(C)(C)OC(NC(=N)C1=CC=C(C=C1)CNC(=O)[C@@H]1CCC=2N1C(C(=CN2)NCC2=CC=CC=C2)=O)=O ((6S)-[(4-{[(3-benzylamino-4-oxo-4,6,7,8-tetrahydro-pyrrolo[1,2-a]pyrimidine-6-carbonyl)-amino]-methyl}-phenyl)-imino-methyl]-carbamic acid tert-butyl ester), C(C)(C)(C)OC(NC(=N)C1=CC=C(C=C1)CNC(=O)[C@@H]1CCC=2N1C(C(=CN2)N)=O)=O ((S)-[(4-{[(3-amino-4-oxo-4,6,7,8-tetrahydro-pyrrolo[1,2-a]pyrimidine-6-carbonyl)-amino]-methyl}-phenyl)-imino-methyl]-carbamic acid tert-butyl ester), C(C(C)C)=O (isobutyraldehyde), [BH-](OC(=O)C)(OC(=O)C)OC(=O)C.[Na+] (NaBH(OAc)3). Yields the product C(C)(C)(C)OC(NC(=N)C1=CC=C(C=C1)CNC(=O)[C@@H]1CCC=2N1C(C(=CN2)NCC(C)C)=O)=O ((S)-[(4-{[(3-isobutylamino-4-oxo-4,6,7,8-tetrahydro-pyrrolo[1,2-a]pyrimidine-6-carbonyl)-amino]-methyl}-phenyl)-imino-methyl]-carbamic acid tert-butyl ester). The yield is 79.0%. Reaction SMILES: [C:1]([O:5][C:6](=[O:38])[NH:7][C:8]([C:10]1[CH:15]=[CH:14][C:13]([CH2:16][NH:17][C:18]([C@H:20]2[N:24]3[C:25](=[O:37])[C:26]([NH:29][CH2:30][C:31]4[CH:36]=CC=C[CH:32]=4)=[CH:27][N:28]=[C:23]3[CH2:22][CH2:21]2)=[O:19])=[CH:12][CH:11]=1)=[NH:9])([CH3:4])([CH3:3])[CH3:2].C(OC(=O)NC(C1C=CC(CNC([C@H]2N3C(=O)C(N)=CN=C3CC2)=O)=CC=1)=N)(C)(C)C.C(=O)C(C)C.[BH-](OC(C)=O)(OC(C)=O)OC(C)=O.[Na+]>>[C:1]([O:5][C:6](=[O:38])[NH:7][C:8]([C:10]1[CH:15]=[CH:14][C:13]([CH2:16][NH:17][C:18]([C@H:20]2[N:24]3[C:25](=[O:37])[C:26]([NH:29][CH2:30][CH:31]([CH3:32])[CH3:36])=[CH:27][N:28]=[C:23]3[CH2:22][CH2:21]2)=[O:19])=[CH:12][CH:11]=1)=[NH:9])([CH3:3])([CH3:2])[CH3:4] |f:3.4|. Reported procedure: Following a procedure similar to that for the preparation of intermediate 1k, intermediate 1j (97.1 mg, 0.228 mmol), isobutyraldehyde (32.8 mg, 0.455 mmol) and NaBH(OAc)3 (135.1 mg, 0.638 mmol) yielded 87.4 mg (79%) of intermediate 7a. MS (ESI) 483.1 (M+H+). The reactants are CC(C)(C)OC(=O)N(C(=O)OC(C)(C)C)c1nc(-c2ccccc2)ccc1N, C1CCOC1, ClCCl, CCOC(C)=O, O=C(Cl)OCc1ccccc1, c1ccncc1. Yields the product CC(C)(C)OC(=O)N(C(=O)OC(C)(C)C)c1nc(-c2ccccc2)ccc1NC(=O)OCc1ccccc1. Reaction SMILES: [C:1]([CH3:2])([CH3:3])([CH3:4])[O:5][C:6](=[O:7])[N:8]([C:9](=[O:10])[O:11][C:12]([CH3:13])([CH3:14])[CH3:15])[c:16]1[n:17][c:18](-[c:23]2[cH:24][cH:25][cH:26][cH:27][cH:28]2)[cH:19][cH:20][c:21]1[NH2:22].[CH2:29]1[O:30][CH2:31][CH2:32][CH2:33]1.[CH2:57]([Cl:58])[Cl:59].[CH3:51][CH2:52][O:53][C:54]([CH3:55])=[O:56].[Cl:40][C:41](=[O:42])[O:43][CH2:44][c:45]1[cH:46][cH:47][cH:48][cH:49][cH:50]1.[cH:34]1[cH:35][cH:36][n:37][cH:38][cH:39]1>>[C:1]([CH3:2])([CH3:3])([CH3:4])[O:5][C:6](=[O:7])[N:8]([C:9](=[O:10])[O:11][C:12]([CH3:13])([CH3:14])[CH3:15])[c:16]1[n:17][c:18](-[c:23]2[cH:24][cH:25][cH:26][cH:27][cH:28]2)[cH:19][cH:20][c:21]1[NH:22][C:41](=[O:42])[O:43][CH2:44][c:45]1[cH:46][cH:47][cH:48][cH:49][cH:50]1.